From a dataset of the Open Reaction Database (ORD), a public repository of structured organic reaction records. describe an organic reaction: reactants, conditions, products, and yield Reactants: C=C(CS(C)(=O)=O)C(=O)OC, [K+], [Li+], C1CCOC1, [OH-], O, O=S(=O)([O-])O. The product is C=C(CS(C)(=O)=O)C(=O)O. As a reaction SMILES: [CH3:1][S:2](=[O:3])(=[O:4])[CH2:5][C:6]([C:7](=[O:8])[O:9][CH3:10])=[CH2:11].[K+:19].[Li+:12].[O:20]1[CH2:21][CH2:22][CH2:23][CH2:24]1.[OH-:13].[OH2:25].[S:14]([O-:15])([OH:16])(=[O:17])=[O:18]>>[CH3:1][S:2](=[O:3])(=[O:4])[CH2:5][C:6]([C:7](=[O:8])[OH:9])=[CH2:11]. The reactants are Cn1c(=O)c(CN(CC(c2ccccc2)C2CCN(C(=O)OC(C)(C)C)CC2)C(=O)C2CCCCC2)cc2ccccc21, ClCCl, Cl, C1COCCO1. The product is Cn1c(=O)c(CN(CC(c2ccccc2)C2CCNCC2)C(=O)C2CCCCC2)cc2ccccc21. RXN SMILES: [CH:1]1([C:7](=[O:8])[N:9]([CH2:10][CH:11]([c:12]2[cH:13][cH:14][cH:15][cH:16][cH:17]2)[CH:18]2[CH2:19][CH2:20][N:21]([C:24]([O:25][C:26]([CH3:27])([CH3:28])[CH3:29])=[O:30])[CH2:22][CH2:23]2)[CH2:31][c:32]2[c:33](=[O:43])[n:34]([CH3:42])[c:35]3[cH:36][cH:37][cH:38][cH:39][c:40]3[cH:41]2)[CH2:2][CH2:3][CH2:4][CH2:5][CH2:6]1.[Cl:51][CH2:52][Cl:53].[ClH:44].[O:45]1[CH2:46][CH2:47][O:48][CH2:49][CH2:50]1>>[CH:1]1([C:7](=[O:8])[N:9]([CH2:10][CH:11]([c:12]2[cH:13][cH:14][cH:15][cH:16][cH:17]2)[CH:18]2[CH2:19][CH2:20][NH:21][CH2:22][CH2:23]2)[CH2:31][c:32]2[c:33](=[O:43])[n:34]([CH3:42])[c:35]3[cH:36][cH:37][cH:38][cH:39][c:40]3[cH:41]2)[CH2:2][CH2:3][CH2:4][CH2:5][CH2:6]1. The reactants are NC1=NC(=NS1)C(C(=O)N[C@H]1[C@@H]2N(C(=C(CS2)CCl)C(=O)OC(C2=CC=CC=C2)C2=CC=CC=C2)C1=O)=NOC (benzhydryl 7β-[2-(5-amino-1,2,4-thiadiazol-3-yl)-2-methoxyiminoacetamido]-3-chloromethyl-3-cephem-4-carboxylate), C1(=CC=CC=C1)OC (anisole), C(C)(C)OC(C)C (diisopropyl ether), FC(C(=O)O)(F)F (trifluoroacetic acid). The solvent is ClCCl (dichloromethane). Product: FC(C(=O)O)(F)F.NC1=NC(=NS1)C(C(=O)NC1[C@@H]2N(C(=C(CS2)CCl)C(=O)O)C1=O)=NOC (7-[2-(5-amino-1,2,4-thiadiazol-3-yl)-2-methoxyiminoacetamido]-3-chloromethyl-3-cephem-4-carboxylic acid trifluoroacetate). As a reaction SMILES: [NH2:1][C:2]1[S:6][N:5]=[C:4]([C:7](=[N:38][O:39][CH3:40])[C:8]([NH:10][C@@H:11]2[C:36](=[O:37])[N:13]3[C:14]([C:20]([O:22]C(C4C=CC=CC=4)C4C=CC=CC=4)=[O:21])=[C:15]([CH2:18][Cl:19])[CH2:16][S:17][C@H:12]23)=[O:9])[N:3]=1.C1(OC)C=CC=CC=1.[F:49][C:50]([F:55])([F:54])[C:51]([OH:53])=[O:52].C(OC(C)C)(C)C>ClCCl>[F:49][C:50]([F:55])([F:54])[C:51]([OH:53])=[O:52].[NH2:1][C:2]1[S:6][N:5]=[C:4]([C:7](=[N:38][O:39][CH3:40])[C:8]([NH:10][CH:11]2[C:36](=[O:37])[N:13]3[C:14]([C:20]([OH:22])=[O:21])=[C:15]([CH2:18][Cl:19])[CH2:16][S:17][C@H:12]23)=[O:9])[N:3]=1 |f:5.6|. Reported procedure: To a mixture of benzhydryl 7β-[2-(5-amino-1,2,4-thiadiazol-3-yl)-2-methoxyiminoacetamido]-3-chloromethyl-3-cephem-4-carboxylate (syn isomer) (1.47 g), dichloromethane (5 ml) and anisole (1.4 ml) was added trifluoroacetic acid (5 ml) under ice-cooling with stirring. After being stirred for 30 minutes at the same temperature, the mixture was poured into diisopropyl ether (100 ml). The resulting precipitate was collected by filtration, washed with diisopropyl ether and dried under reduced pressure ...